From a dataset of the Open Reaction Database (ORD), a public repository of structured organic reaction records. describe an organic reaction: reactants, conditions, products, and yield Starting materials: BrC=1SC(=CN1)C#N (2-bromo-1,3-thiazole-5-carbonitrile), crude mixture, Cl.ClC1=C(NC(=C1Cl)C)C(=O)NC1CCNCC1 (3,4-dichloro-5-methyl-N-piperidin-4-yl-1H-pyrrole-2-carboxamide hydrochloride), Cl.ClC1=C(NC(=C1Cl)C)C(=O)NC1CCNCC1 (3,4-dichloro-5-methyl-N-piperidin-4-yl-1H-pyrrole-2-carboxamide hydrochloride), TEA. The solvent is CCOC(=O)C (EtOAc), CN1CCCC1=O (NMP). Product: ClC1=C(NC(=C1Cl)C)C(=O)NC1CCN(CC1)C=1SC(=CN1)C#N (3,4-Dichloro-N-[1-(5-cyano-1,3-thiazol-2-yl)piperidin-4-yl]-5-methyl-1H-pyrrole-2-carboxamide). RXN SMILES: Cl.[Cl:2][C:3]1[C:7]([Cl:8])=[C:6]([CH3:9])[NH:5][C:4]=1[C:10]([NH:12][CH:13]1[CH2:18][CH2:17][NH:16][CH2:15][CH2:14]1)=[O:11].Br[C:20]1[S:21][C:22]([C:25]#[N:26])=[CH:23][N:24]=1>CN1C(=O)CCC1.CCOC(C)=O>[Cl:2][C:3]1[C:7]([Cl:8])=[C:6]([CH3:9])[NH:5][C:4]=1[C:10]([NH:12][CH:13]1[CH2:18][CH2:17][N:16]([C:20]2[S:21][C:22]([C:25]#[N:26])=[CH:23][N:24]=2)[CH2:15][CH2:14]1)=[O:11] |f:0.1|. Procedure: To a solution of 3,4-dichloro-5-methyl-N-piperidin-4-yl-1H-pyrrole-2-carboxamide hydrochloride (Intermediate 1; 0.330 g, 1.058 mmol) in NMP (2 ml) was added TEA (0.150 ml, 1.058 mmol) followed by the addition of 2-bromo-1,3-thiazole-5-carbonitrile (prepared according to F. Campagna et al. Tet. Lett, 1977, 21, 1815-1816) (0.200 g, 1.058 mmol) at room temperature. Using a Smith Microwave Synthesizer, the mixture was subjected to single-mode microwave at 150° C. for 20 minutes. The crude mixture wa... Reactants: ClC1=NC=C(C=C1)CN (2-chloro-5-pyridylmethylamine), [N+](=O)([O-])CC(CC)=O (1-nitro-2-butanone). The reagents and catalysts are C1(=CC=C(C=C1)S(=O)(=O)O)C (p-toluene sulfonic acid). Solvent: C1(=CC=CC=C1)C (toluene). The product is ClC1=NC=C(C=C1)CNC(=C[N+](=O)[O-])CC (2-(2-chloro-5-pyridylmethylamino)-1-nitro-1-butene). Yield: 57.6%. As a reaction SMILES: [Cl:1][C:2]1[CH:7]=[CH:6][C:5]([CH2:8][NH2:9])=[CH:4][N:3]=1.[N+:10]([CH2:13][C:14](=O)[CH2:15][CH3:16])([O-:12])=[O:11]>C1(C)C=CC=CC=1.C1(C)C=CC(S(O)(=O)=O)=CC=1>[Cl:1][C:2]1[CH:7]=[CH:6][C:5]([CH2:8][NH:9][C:14]([CH2:15][CH3:16])=[CH:13][N+:10]([O-:12])=[O:11])=[CH:4][N:3]=1. Procedure: In 50 ml of toluene, 4.2 g of 2-chloro-5-pyridylmethylamine, 3.5 g of 1-nitro-2-butanone and 0.1 g of p-toluene sulfonic acid were mixed and the mixture was refluxed for 2 hours. The solvent was then distilled off and the residue was purified by column chromatography on silica gel to afford 4.1 g of compound No. 368. m.p. 95°-98° C. The reactants are [H-].[Na+] (sodium hydride), C12(CC3CC(CC(C1)C3)C2)C=2C(=CC3=CC=C(C=C3C2)Br)O (3-(1-adamantyl)-6-bromo-2-naphthol), COCCOCCl (methoxyethoxymethyl chloride). Run in CN(C)C=O (DMF). The product is C12(CC3CC(CC(C1)C3)C2)C2=C(C=C3C=CC(=CC3=C2)Br)OCOCCOC (7-(1-adamantyl)-6-methoxyethoxymethoxy-2-bromonaphthalene). Reaction SMILES: [C:1]12([C:11]3[C:12]([OH:22])=[CH:13][C:14]4[C:19]([CH:20]=3)=[CH:18][C:17]([Br:21])=[CH:16][CH:15]=4)[CH2:10][CH:5]3[CH2:6][CH:7]([CH2:9][CH:3]([CH2:4]3)[CH2:2]1)[CH2:8]2.[H-].[Na+].[CH3:25][O:26][CH2:27][CH2:28][O:29][CH2:30]Cl>CN(C=O)C>[C:1]12([C:11]3[CH:20]=[C:19]4[C:14]([CH:15]=[CH:16][C:17]([Br:21])=[CH:18]4)=[CH:13][C:12]=3[O:22][CH2:25][O:26][CH2:27][CH2:28][O:29][CH3:30])[CH2:8][CH:7]3[CH2:9][CH:3]([CH2:4][CH:5]([CH2:6]3)[CH2:10]1)[CH2:2]2 |f:1.2|. Reported procedure: 17.85 g (0.05 mol) of 3-(1-adamantyl)-6-bromo-2-naphthol and 200 ml of DMF were introduced into a three-necked flask under a stream of nitrogen. 1.8 g (0.06 mol) of sodium hydride (80% in oil) was added portionwise and the reaction mixture was stirred until gas evolution had ceased. 6.9 ml (0.06 mol) of methoxyethoxymethyl chloride were then added and the reaction mixture was stirred at room temperature for 2 hours. The reaction mixture was poured into ice-cold water and extracted with ethyl eth... Starting materials: [BH3-]C#N, C1COCCN1, Cc1cc(C)c(CNC(=O)c2cc(-c3ccc(C=O)nc3)cc(N(C)C3CCN(C(=O)OC(C)(C)C)CC3)c2C)c(=O)[nH]1, CO, CC(=O)O, [Na+]. The product is Cc1cc(C)c(CNC(=O)c2cc(-c3ccc(CN4CCOCC4)nc3)cc(N(C)C3CCN(C(=O)OC(C)(C)C)CC3)c2C)c(=O)[nH]1. Reaction SMILES: [C:56]([BH3-:57])#[N:58].[CH2:44]1[CH2:45][O:46][CH2:47][CH2:48][NH:49]1.[CH3:1][c:2]1[c:3]([CH2:10][NH:11][C:12](=[O:13])[c:14]2[c:15]([CH3:43])[c:16]([N:28]([CH:29]3[CH2:30][CH2:31][N:32]([C:35](=[O:36])[O:37][C:38]([CH3:39])([CH3:40])[CH3:41])[CH2:33][CH2:34]3)[CH3:42])[cH:17][c:18](-[c:20]3[cH:21][n:22][c:23]([CH:26]=[O:27])[cH:24][cH:25]3)[cH:19]2)[c:4](=[O:9])[nH:5][c:6]([CH3:8])[cH:7]1.[CH3:50][OH:51].[CH3:52][C:53](=[O:54])[OH:55].[Na+:59]>>[CH3:1][c:2]1[c:3]([CH2:10][NH:11][C:12](=[O:13])[c:14]2[c:15]([CH3:43])[c:16]([N:28]([CH:29]3[CH2:30][CH2:31][N:32]([C:35](=[O:36])[O:37][C:38]([CH3:39])([CH3:40])[CH3:41])[CH2:33][CH2:34]3)[CH3:42])[cH:17][c:18](-[c:20]3[cH:21][n:22][c:23]([CH2:26][N:49]4[CH2:44][CH2:45][O:46][CH2:47][CH2:48]4)[cH:24][cH:25]3)[cH:19]2)[c:4](=[O:9])[nH:5][c:6]([CH3:8])[cH:7]1. Reactants: C(C)OC(C(C)OP(=O)(OC1=CC=CC=C1)CCNC(C1=CC=C(C=C1)N(C)CC=1N=C2C(=NC(=NC2=NC1)N)N)=O)=O (2-[(2-{4-[(2,4-diaminopteridin-6-ylmethyl)methylamino]benzoylamino}ethyl)phenoxy-phosphinoyloxy]propionic acid ethyl ester), [OH-].[Na+] (sodium hydroxide). Run in CN(C)C=O (DMF), C(C)#N (acetonitrile), O (water). Reaction conditions: time 4 hour. Product: NC1=NC2=NC=C(N=C2C(=N1)N)CN(C1=CC=C(C(=O)NCCP(=O)(OC(C(=O)O)C)OC2=CC=CC=C2)C=C1)C (2-[(2-{4-[(2,4-diaminopteridin-6-ylmethyl)methylamino]benzoylamino}ethyl)-phenoxyphosphinoyloxy]propionic acid). Yield: 62.1%. As a reaction SMILES: C([O:3][C:4](=[O:43])[CH:5]([O:7][P:8]([CH2:17][CH2:18][NH:19][C:20](=[O:42])[C:21]1[CH:26]=[CH:25][C:24]([N:27]([CH2:29][C:30]2[N:31]=[C:32]3[C:37](=[N:38][CH:39]=2)[N:36]=[C:35]([NH2:40])[N:34]=[C:33]3[NH2:41])[CH3:28])=[CH:23][CH:22]=1)([O:10][C:11]1[CH:16]=[CH:15][CH:14]=[CH:13][CH:12]=1)=[O:9])[CH3:6])C.[OH-].[Na+]>CN(C=O)C.C(#N)C.O>[NH2:40][C:35]1[N:34]=[C:33]([NH2:41])[C:32]2[C:37](=[N:38][CH:39]=[C:30]([CH2:29][N:27]([CH3:28])[C:24]3[CH:25]=[CH:26][C:21]([C:20]([NH:19][CH2:18][CH2:17][P:8]([O:10][C:11]4[CH:12]=[CH:13][CH:14]=[CH:15][CH:16]=4)([O:7][CH:5]([CH3:6])[C:4]([OH:43])=[O:3])=[O:9])=[O:42])=[CH:22][CH:23]=3)[N:31]=2)[N:36]=1 |f:1.2|. Procedure: To a solution of 2-[(2-{4-[(2,4-diaminopteridin-6-ylmethyl)methylamino]benzoylamino}ethyl)phenoxy-phosphinoyloxy]propionic acid ethyl ester (mixture of diastereomers at phosphorus; 40.0 mg, 65.7 μmol) in DMF (0.4 mL), acetonitrile (0.2 mL) and water (0.2 mL) was added aqueous sodium hydroxide (1 N, 131.4 μL). The solution was stirred at ambient temperature for 4 hours. The solvents were removed in vacuo and the crude product was purified by RP HPLC on C18 column using H2O/acetonitrile (2-95%) to... Starting materials: FC1(F)COC(COCc2ccccc2)OC1, CCOC(C)=O, [H][H], [OH-], [OH-], [Pd+2]. The product is OCC1OCC(F)(F)CO1. RXN SMILES: [CH2:1]([c:2]1[cH:3][cH:4][cH:5][cH:6][cH:7]1)[O:8][CH2:9][CH:10]1[O:11][CH2:12][C:13]([F:16])([F:17])[CH2:14][O:15]1.[CH3:23][CH2:24][O:25][C:26](=[O:27])[CH3:28].[H:18][H:19].[OH-:20].[OH-:22].[Pd+2:21]>>[OH:8][CH2:9][CH:10]1[O:11][CH2:12][C:13]([F:16])([F:17])[CH2:14][O:15]1.